The task is: describe an organic reaction: reactants, conditions, products, and yield. This data is from the Open Reaction Database (ORD), a public repository of structured organic reaction records. Starting materials: COC(C=CC1CN(CCO1)C(=O)OCC1=CC=CC=C1)=O (Benzyl 2-(3-methoxy-3-oxoprop-1-en-1-yl)morpholine-4-carboxylate), [OH-].[Na+] (NaOH). Product: C(C1=CC=CC=C1)OC(=O)N1CC(OCC1)C=CC(=O)O (3-(4-((benzyloxy)carbonyl)morpholin-2-yl)acrylic acid). Yield: 96.2%. Reaction SMILES: C[O:2][C:3](=[O:22])[CH:4]=[CH:5][CH:6]1[O:11][CH2:10][CH2:9][N:8]([C:12]([O:14][CH2:15][C:16]2[CH:21]=[CH:20][CH:19]=[CH:18][CH:17]=2)=[O:13])[CH2:7]1.[OH-].[Na+]>>[CH2:15]([O:14][C:12]([N:8]1[CH2:9][CH2:10][O:11][CH:6]([CH:5]=[CH:4][C:3]([OH:22])=[O:2])[CH2:7]1)=[O:13])[C:16]1[CH:21]=[CH:20][CH:19]=[CH:18][CH:17]=1 |f:1.2|. Procedure details: Benzyl 2-(3-methoxy-3-oxoprop-1-en-1-yl)morpholine-4-carboxylate (0.86 g, 2.82 mmol) was reacted with NaOH (1.12 g, 28.2 mmol) according to the procedure as described in Example 21, Step A to give the title compound as colorless oil (0.79 g, 96%). The compound was characterized by the following spectroscopic data: Reactants: O1C(C1)CCC=1C=NC=CC1 ((±)-3-(2-oxiranylethyl)pyridine), O (water), [H-].[Na+] (Sodium hydride), C1=CC=C2C=C(C=CC2=C1)S (2-thionaphthol). Solvent: O1CCCC1 (tetrahydrofuran), CN(C=O)C (dimethylformamide). Conditions: time 3 hour. The product is C1=C(C=CC2=CC=CC=C12)SCC(CCC=1C=NC=CC1)O ((±)-α-(2-Naphthylthiomethyl)-3-pyridinepropanol). Yield: 48.2%. Reaction SMILES: [H-].[Na+].[CH:3]1[CH:12]=[C:11]2[C:6]([CH:7]=[C:8]([SH:13])[CH:9]=[CH:10]2)=[CH:5][CH:4]=1.[O:14]1[CH2:16][CH:15]1[CH2:17][CH2:18][C:19]1[CH:20]=[N:21][CH:22]=[CH:23][CH:24]=1.O>CN(C)C=O.O1CCCC1>[CH:7]1[C:6]2[C:11](=[CH:12][CH:3]=[CH:4][CH:5]=2)[CH:10]=[CH:9][C:8]=1[S:13][CH2:16][CH:15]([OH:14])[CH2:17][CH2:18][C:19]1[CH:20]=[N:21][CH:22]=[CH:23][CH:24]=1 |f:0.1|. Procedure details: Sodium hydride (60% dispersion in oil, 0.05 g) was added to a solution of 2-thionaphthol (0.174 g) in dry dimethylformamide (3 ml). A solution of (±)-3-(2-oxiranylethyl)pyridine (0.15 g) in tetrahydrofuran (1 ml) was added and the reaction mixture stirred for three hours at ambient temperature. The solution was poured into water which was extracted with ethyl acetate. The organic extracts were separated, dried over anhydrous magnesium sulfate, filtered and concentrated under reduced pressure. Th... Reactants: O=C(C(C(CC)(C)C)=O)N1C(CCCC1)C(=O)OCC (ethyl 1-(1,2-dioxo-3,3-dimethylpentyl)-2-piperidinecarboxylate), [Li+].[OH-] (LiOH), CO (methanol), Cl (HCl). The solvent is O (water). Reaction conditions: temperature 0 celsius, time 8 hour. Yields the product O=C(C(C(CC)(C)C)=O)N1C(CCCC1)C(=O)O (1-(1,2-dioxo-3,3-dimethylpentyl)-2-piperidinecarboxylic acid). Reaction SMILES: [O:1]=[C:2]([N:10]1[CH2:15][CH2:14][CH2:13][CH2:12][CH:11]1[C:16]([O:18]CC)=[O:17])[C:3](=[O:9])[C:4]([CH3:8])([CH3:7])[CH2:5][CH3:6].[Li+].[OH-].CO.Cl>O>[O:1]=[C:2]([N:10]1[CH2:15][CH2:14][CH2:13][CH2:12][CH:11]1[C:16]([OH:18])=[O:17])[C:3](=[O:9])[C:4]([CH3:7])([CH3:8])[CH2:5][CH3:6] |f:1.2|. Procedure details: A mixture of ethyl 1-(1,2-dioxo-3,3-dimethylpentyl)-2-piperidinecarboxylate (0.69 g; 2.43 mmol), 1 N LiOH (5 mL), and methanol (20 mL) was stirred at 0° C. for 30 min and at room temperature overnight. The mixture was acidified to pH 1 with 1 N HCl, diluted with water, and extracted into 50 mL of methylene chloride. The organic extract was washed with brine and concentrated to deliver 0.61 g (98%) of snow-white solid which did not require further purification. As a reaction SMILES: [CH3:1][O:2][C:3](=[O:26])[CH2:4][O:5][C:6]1[C:7]2[CH:16]=[C:15]([CH2:17][CH3:18])[N:14]([CH2:19][C:20]3[CH:25]=[CH:24][CH:23]=[CH:22][CH:21]=3)[C:8]=2[N:9]=[C:10]([S:12][CH3:13])[N:11]=1.[C:27](Cl)(=[O:31])[C:28](Cl)=[O:29].[N:33]1C=CC=CC=1.[OH-].[NH4+]>C(Cl)(Cl)Cl.C(OC)(C)(C)C.O>[CH3:1][O:2][C:3](=[O:26])[CH2:4][O:5][C:6]1[C:7]2[C:16]([C:27](=[O:31])[C:28]([NH2:33])=[O:29])=[C:15]([CH2:17][CH3:18])[N:14]([CH2:19][C:20]3[CH:21]=[CH:22][CH:23]=[CH:24][CH:25]=3)[C:8]=2[N:9]=[C:10]([S:12][CH3:13])[N:11]=1 |f:3.4|. Reactants: COC(COC=1C2=C(N=C(N1)SC)N(C(=C2)CC)CC2=CC=CC=C2)=O ([[2-(methylthio)-6-ethyl-7-(phenylmethyl)-7H-pyrrolo[2,3-d]pyrimidin-4-yl]oxy]acetic acid methyl ester), C(C(=O)Cl)(=O)Cl (oxalyl chloride), [OH-].[NH4+] (ammonium hydroxide), N1=CC=CC=C1 (pyridine). The yield is 60.0%. Yields the product COC(COC=1C2=C(N=C(N1)SC)N(C(=C2C(C(=O)N)=O)CC)CC2=CC=CC=C2)=O ([[2-(methylthio)-5-(aminooxoacetyl)-6-ethyl-7-(phenylmethyl)-7H-pyrrolo[2,3-d]pyrimidin-4-yl]oxy]acetic acid methyl ester). Reported procedure: To a solution of 5.17 g (13.9 mmol) of [[2-(methylthio)-6-ethyl-7-(phenylmethyl)-7H-pyrrolo[2,3-d]pyrimidin-4-yl]oxy]acetic acid methyl ester in 100 mL of chloroform was added 3.64 mL of oxalyl chloride followed by 1.66 mL of pyridine. The reaction was stirred for 3 days at ambient temperature then poured into a solution prepared from 11 mL of concentrated ammonium hydroxide and 40 mL of water. The reaction was partitioned by the addition of 45 mL of water and 150 mL of methylene chloride. The o... The solvent is C(Cl)(Cl)Cl (chloroform), O (water), C(C)(C)(C)OC (methyl tert-butyl ether). Run at time 3 day.